describe an organic reaction: reactants, conditions, products, and yield From a dataset of the Open Reaction Database (ORD), a public repository of structured organic reaction records. Starting materials: ClC1=CC=NC2=CC=CC=C12 (4-chloro-quinoline), BrC1=CC(=C(C=C1)OC)C (4-bromo-1-methoxy-2-methyl-benzene). Product: ClC1=CC(=NC2=CC=CC=C12)C1=CC(=C(C=C1)OC)C (4-Chloro-2-(4-methoxy-3-methyl-phenyl)-quinoline). Reaction SMILES: [Cl:1][C:2]1[C:11]2[C:6](=[CH:7][CH:8]=[CH:9][CH:10]=2)[N:5]=[CH:4][CH:3]=1.Br[C:13]1[CH:18]=[CH:17][C:16]([O:19][CH3:20])=[C:15]([CH3:21])[CH:14]=1>>[Cl:1][C:2]1[C:11]2[C:6](=[CH:7][CH:8]=[CH:9][CH:10]=2)[N:5]=[C:4]([C:13]2[CH:18]=[CH:17][C:16]([O:19][CH3:20])=[C:15]([CH3:21])[CH:14]=2)[CH:3]=1. Reported procedure: The title compound, m. p. 90-92° C., MS: m/e=283 (M+), was prepared from 4-chloro-quinoline and 4-bromo-1-methoxy-2-methyl-benzene. Starting materials: 2-[4-(arylacetamido)phenoxy]-2-methyl propionic acids, C1(=CC=CC=C1)CC(=O)Cl (phenyl acetyl chloride), NC1=CC=C(OC(C(=O)O)(C)C)C=C1 (2-(4-aminophenoxy)-2-methyl propionic acid), O (water), [OH-].[Na+] (NaOH). The reagents and catalysts are [OH-].[Na+] (NaOH). Run in O1CCCC1 (tetrahydrofuran), petroleum ether, CCOCC (ether). Reaction conditions: time 1 hour. The product is C1(=CC=CC=C1)CC(=O)NC1=CC=C(OC(C(=O)O)(C)C)C=C1 (2-[4-(phenylacetamido)phenoxy]-2-methyl propionic acid). Yield: 57.4%. As a reaction SMILES: [NH2:1][C:2]1[CH:14]=[CH:13][C:5]([O:6][C:7]([CH3:12])([CH3:11])[C:8]([OH:10])=[O:9])=[CH:4][CH:3]=1.O.[OH-].[Na+].[C:18]1([CH2:24][C:25](Cl)=[O:26])[CH:23]=[CH:22][CH:21]=[CH:20][CH:19]=1>O1CCCC1.[OH-].[Na+].CCOCC>[C:18]1([CH2:24][C:25]([NH:1][C:2]2[CH:3]=[CH:4][C:5]([O:6][C:7]([CH3:12])([CH3:11])[C:8]([OH:10])=[O:9])=[CH:13][CH:14]=2)=[O:26])[CH:23]=[CH:22][CH:21]=[CH:20][CH:19]=1 |f:2.3,6.7|. Procedure: FIG. 2C illustrates a general reaction scheme for preparing the Group I 2-[4-(arylacetamido)phenoxy]-2-methyl propionic acids. In accordance with the illustrated scheme, 1 g (0.005 mol) of 2-(4-aminophenoxy)-2-methyl propionic acid is dissolved with stirring in 10 ml of water containing 0.41 g (0.1 mol) of NaOH. To this solution, 0.79 g (0.005 mol) of phenyl acetyl chloride in 5 ml of tetrahydrofuran (THF) is gradually added over a period of about 15 minutes. After the addition is complete the p... The reactants are OO (Hydrogen peroxide), O (water), OCC=1C=CC2=C(SC(=C2SC2=CC(=CC=C2)OC)C(=O)OCC)C1 (ethyl 6-(hydroxymethyl)-3-[(3-methoxyphenyl)sulfanyl]benzo[b]thiophene-2-carboxylate). The solvent is C(C)(=O)O (acetic acid), C(C)O (ethanol). Conditions: temperature 100 celsius. Yields the product OCC=1C=CC2=C(SC(=C2S(=O)C2=CC(=CC=C2)OC)C(=O)OCC)C1 (Ethyl 6-(hydroxymethyl)-3-[(3-methoxyphenyl)sulfinyl]benzo[b]thiophene-2-carboxylate), foam. Reaction SMILES: [OH:1]O.O.[OH:4][CH2:5][C:6]1[CH:7]=[CH:8][C:9]2[C:13]([S:14][C:15]3[CH:20]=[CH:19][CH:18]=[C:17]([O:21][CH3:22])[CH:16]=3)=[C:12]([C:23]([O:25][CH2:26][CH3:27])=[O:24])[S:11][C:10]=2[CH:28]=1>C(O)(=O)C.C(O)C>[OH:4][CH2:5][C:6]1[CH:7]=[CH:8][C:9]2[C:13]([S:14]([C:15]3[CH:20]=[CH:19][CH:18]=[C:17]([O:21][CH3:22])[CH:16]=3)=[O:1])=[C:12]([C:23]([O:25][CH2:26][CH3:27])=[O:24])[S:11][C:10]=2[CH:28]=1. Procedure details: Hydrogen peroxide in water (0.52 ml of 30% w/v, 4.6 mmol) was added to a solution of ethyl 6-(hydroxymethyl)-3-[(3-methoxyphenyl)sulfanyl]benzo[b]thiophene-2-carboxylate (Preparation 16, 1.73 g, 4.6 mmol) in a mixture of acetic acid (20 ml) and ethanol (10 ml). The mixture was heated to 100° C. for 60 minutes. The solvents were removed by evaporation under reduced pressure, and the residue was partitioned between ethyl acetate and aqueous sodium bicarbonate solution. The organic layer was separa... The reactants are ClC1=NC2=CC=C(C=C2C=C1)[N+](=O)[O-] (2-chloro-6-nitro-quinoline), COC1=C(CN)C=CC(=C1)OC (2,4-dimethoxy-benzylamine), C(C)(C)N=C=O (isopropyl isocyanate). Product: COC1=C(CNC2=NC3=CC=C(C=C3C=C2)NC(=O)NC(C)C)C=CC(=C1)OC (1-[2-(2,4-Dimethoxy-benzylamino)-quinolin-6-yl]-3-isopropyl-urea). Reaction SMILES: Cl[C:2]1[CH:11]=[CH:10][C:9]2[C:4](=[CH:5][CH:6]=[C:7]([N+:12]([O-])=O)[CH:8]=2)[N:3]=1.[CH3:15][O:16][C:17]1[CH:24]=[C:23]([O:25][CH3:26])[CH:22]=[CH:21][C:18]=1[CH2:19][NH2:20].[CH:27]([N:30]=[C:31]=[O:32])([CH3:29])[CH3:28]>>[CH3:15][O:16][C:17]1[CH:24]=[C:23]([O:25][CH3:26])[CH:22]=[CH:21][C:18]=1[CH2:19][NH:20][C:2]1[CH:11]=[CH:10][C:9]2[C:4](=[CH:5][CH:6]=[C:7]([NH:12][C:31]([NH:30][CH:27]([CH3:29])[CH3:28])=[O:32])[CH:8]=2)[N:3]=1. Reported procedure: The title compound, MS: m/e=395.4 (M+H+), was prepared in accordance with the general method of example 14 from 2-chloro-6-nitro-quinoline, 2,4-dimethoxy-benzylamine and isopropyl isocyanate. Reactants: N#Cc1cc(-c2nnc(Br)s2)ccc1F, CC1(C)OB(c2cccc3c2CCC3O[Si](C)(C)C(C)(C)C)OC1(C)C, O=C([O-])[O-], COCCOC, [K+], [K+], O. Product: CC(C)(C)[Si](C)(C)OC1CCc2c(-c3nnc(-c4ccc(F)c(C#N)c4)s3)cccc21. As a reaction SMILES: [Br:1][c:2]1[n:3][n:4][c:5](-[c:7]2[cH:8][cH:9][c:10]([F:15])[c:11]([C:12]#[N:13])[cH:14]2)[s:6]1.[C:16]([CH3:17])([CH3:18])([CH3:19])[Si:20]([O:21][CH:22]1[CH2:23][CH2:24][c:25]2[c:26]([B:31]3[O:32][C:33]([CH3:34])([CH3:35])[C:36]([CH3:37])([CH3:38])[O:39]3)[cH:27][cH:28][cH:29][c:30]21)([CH3:40])[CH3:41].[C:42](=[O:43])([O-:44])[O-:45].[CH3:48][O:49][CH2:50][CH2:51][O:52][CH3:53].[K+:46].[K+:47].[OH2:54]>>[c:2]1(-[c:26]2[c:25]3[c:30]([cH:29][cH:28][cH:27]2)[CH:22]([O:21][Si:20]([C:16]([CH3:17])([CH3:18])[CH3:19])([CH3:40])[CH3:41])[CH2:23][CH2:24]3)[n:3][n:4][c:5](-[c:7]2[cH:8][cH:9][c:10]([F:15])[c:11]([C:12]#[N:13])[cH:14]2)[s:6]1.